Dataset: the Open Reaction Database (ORD), a public repository of structured organic reaction records. Task: describe an organic reaction: reactants, conditions, products, and yield Starting materials: C1(CCCCC1)C(=O)C1=CC=C(C=C1)CC#N (4-cyclohexylcarbonylphenylacetonitrile), S(O)(O)(=O)=O (sulphuric acid), C(C)(=O)O (acetic acid). The solvent is O (water), O (water). The product is C1(CCCCC1)C(=O)C1=CC=C(C=C1)CC(=O)O ((4-cyclohexylcarbonylphenyl) acetic acid). RXN SMILES: [CH:1]1([C:7]([C:9]2[CH:14]=[CH:13][C:12](CC#N)=[CH:11][CH:10]=2)=[O:8])[CH2:6][CH2:5][CH2:4][CH2:3][CH2:2]1.S(=O)(=O)(O)O.[C:23]([OH:26])(=[O:25])[CH3:24]>O>[CH:9]1([C:7]([C:1]2[CH:2]=[CH:3][C:4]([CH2:24][C:23]([OH:26])=[O:25])=[CH:5][CH:6]=2)=[O:8])[CH2:10][CH2:11][CH2:12][CH2:13][CH2:14]1. Reported procedure: 4-cyclohexylcarbonylphenylacetonitrile (1.5 g.), water (1.5 ml.), concentrated sulphuric acid (1.5 ml.) and acetic acid (1.5 ml.) were heated under reflux for 6 hours, cooled, poured into water and extracted with ether. Removal of the solvent and crystallisation from cyclohexane gave the acid, m.p. 94°-95.5°. Reactants: CN(C)C=O, Cc1oc(-c2ccccc2)nc1CO, COC(=O)c1ccnc(Cl)c1, [Na], C1CCOC1, O. The product is COC(=O)c1ccnc(OCc2nc(-c3ccccc3)oc2C)c1. RXN SMILES: [CH3:28][N:29]([CH3:30])[CH:31]=[O:32].[CH3:2][c:3]1[c:4]([CH2:14][OH:15])[n:5][c:6](-[c:8]2[cH:9][cH:10][cH:11][cH:12][cH:13]2)[o:7]1.[Cl:16][c:17]1[n:18][cH:19][cH:20][c:21]([C:23](=[O:24])[O:25][CH3:26])[cH:22]1.[Na:1].[O:33]1[CH2:34][CH2:35][CH2:36][CH2:37]1.[OH2:27]>>[CH3:2][c:3]1[c:4]([CH2:14][O:15][c:17]2[n:18][cH:19][cH:20][c:21]([C:23](=[O:24])[O:25][CH3:26])[cH:22]2)[n:5][c:6](-[c:8]2[cH:9][cH:10][cH:11][cH:12][cH:13]2)[o:7]1. Isolated yield 85.0%. Starting materials: NC1CCC2=C(NC=3C=CC=C1C23)C2=CC=CC=C2 (5-amino-2-phenyl-1,3,4,5-tetrahydrobenz[cd]indole), acid anhydride, C(C)(=O)OC(C)=O (acetic anhydride), C(=O)O (formic acid). Yields the product CNC1CCC2=C(NC=3C=CC=C1C23)C2=CC=CC=C2 (5-(N-methylamino)-2-phenyl-1,3,4,5-tetrahydrobenz[cd]indole). Run at time 20 minute. The solvent is O1CCCC1 (tetrahydrofuran), O1CCCC1 (THF). Reported procedure: A portion (100 mg) of the compound obtained in Example 81 was suspended in tetrahydrofuran (THF; 3 ml) and to the suspension was added a solution (1M; 0.5 ml) of an acid anhydride prepared from acetic anhydride and formic acid in THF at -20° C. The mixture was stirred for 20 minutes. The solid obtained by concentrating the reaction mixture was suspended in THF (3 ml) and to the suspension was added a solution of borane-methyl sulfide complex in THF (10M; 100 μl). The mixture was heated to reflux... As a reaction SMILES: [NH2:1][CH:2]1[C:12]2[C:13]3[C:5](=[C:6]([C:14]4[CH:19]=[CH:18][CH:17]=[CH:16][CH:15]=4)[NH:7][C:8]=3[CH:9]=[CH:10][CH:11]=2)[CH2:4][CH2:3]1.[C:20](OC(=O)C)(=O)C.C(O)=O>O1CCCC1>[CH3:20][NH:1][CH:2]1[C:12]2[C:13]3[C:5](=[C:6]([C:14]4[CH:19]=[CH:18][CH:17]=[CH:16][CH:15]=4)[NH:7][C:8]=3[CH:9]=[CH:10][CH:11]=2)[CH2:4][CH2:3]1. The reactants are OC1=C(C=O)C=CC(=C1)O (2,4-dihydroxybenzaldehyde), ClCCl (dichloromethane), C12(CC3CC(CC(C1)C3)C2)O (1-adamantanol), S(O)(O)(=O)=O (sulfuric acid). Run in O (water). Yields the product C12(CC3CC(CC(C1)C3)C2)C=2C(=CC(=C(C=O)C2)O)O (5-(1-adamantyl)-2,4-dihydroxybenzaldehyde). RXN SMILES: [OH:1][C:2]1[CH:9]=[C:8]([OH:10])[CH:7]=[CH:6][C:3]=1[CH:4]=[O:5].ClCCl.[C:14]12(O)[CH2:23][CH:18]3[CH2:19][CH:20]([CH2:22][CH:16]([CH2:17]3)[CH2:15]1)[CH2:21]2.S(=O)(=O)(O)O>O>[C:14]12([C:7]3[C:8]([OH:10])=[CH:9][C:2]([OH:1])=[C:3]([CH:6]=3)[CH:4]=[O:5])[CH2:23][CH:18]3[CH2:19][CH:20]([CH2:22][CH:16]([CH2:17]3)[CH2:15]1)[CH2:21]2. Procedure details: 40 g (0.29 mol) of 2,4-dihydroxybenzaldehyde, 600 ml of dichloromethane and 46.4 g (0.34 mol) of 1-adamantanol were introduced into a round-bottomed flask and 24 ml of concentrated sulfuric acid were added. The reaction medium was stirred at room temperature for twelve hours and was then poured into water. The organic phase was separated out after settling had taken place, dried over magnesium sulfate and evaporated. The residue obtained was purified by chromatography on a column of silica, elut... Reactants: COC(CCC1=CC=C(C=C1)CN([C@H]1C(NCCC(C1)(C)C)=O)S(=O)(=O)C1=CC=C(C=C1)Cl)=O (3-(4-{[(4-Chloro-benzenesulfonyl)-((R)-5,5-dimethyl-2-oxo-azepan-3-yl)-amino]-methyl}-phenyl)-propionic acid methyl ester), [OH-].[Na+] (NaOH). The solvent is CO (methanol), O (water). Product: ClC1=CC=C(C=C1)S(=O)(=O)N([C@H]1C(NCCC(C1)(C)C)=O)CC1=CC=C(C=C1)CCC(=O)O (3-(4-{[(4-Chloro-benzenesulfonyl)-((R)-5,5-dimethyl-2-oxo-azepan-3-yl)-amino]-methyl}-phenyl)-propionic acid). As a reaction SMILES: C[O:2][C:3](=[O:34])[CH2:4][CH2:5][C:6]1[CH:11]=[CH:10][C:9]([CH2:12][N:13]([S:24]([C:27]2[CH:32]=[CH:31][C:30]([Cl:33])=[CH:29][CH:28]=2)(=[O:26])=[O:25])[C@@H:14]2[CH2:20][C:19]([CH3:22])([CH3:21])[CH2:18][CH2:17][NH:16][C:15]2=[O:23])=[CH:8][CH:7]=1.[OH-].[Na+]>CO.O>[Cl:33][C:30]1[CH:31]=[CH:32][C:27]([S:24]([N:13]([CH2:12][C:9]2[CH:8]=[CH:7][C:6]([CH2:5][CH2:4][C:3]([OH:34])=[O:2])=[CH:11][CH:10]=2)[C@@H:14]2[CH2:20][C:19]([CH3:21])([CH3:22])[CH2:18][CH2:17][NH:16][C:15]2=[O:23])(=[O:25])=[O:26])=[CH:28][CH:29]=1 |f:1.2|. Procedure details: 3-(4-{[(4-Chloro-benzenesulfonyl)-((R)-5,5-dimethyl-2-oxo-azepan-3-yl)-amino]-methyl}-phenyl)-propionic acid methyl ester (0.06 g, 0.11 mmol) was dissolved in methanol (4 ml) and treated with 1 N NaOH (0.2 ml) overnight. The mixture was diluted with water and the methanol removed under reduced pressure. The residue was acidified (KHSO4/K2SO4) and extracted with ethyl acetate (3×). The combined extracts were concentrated and the crude residue was purified using preparative RP(C18) chromatography:... Starting materials: ClC=1C(=NC(=NC1)N1C(CCCC1)C1=CC(=NO1)C1=NC=CC=C1)NC1=NNC(=C1)C (5-Chloro-2-{2-[3-(pyrid-2-yl)isoxazol-5-yl]piperidin-1-yl}-4-(5-methyl-1H-pyrazol-3-ylamino)pyrimidine), acid. Run in CO (methanol). Conditions: temperature 60 celsius. Yields the product C1(CC1)C1=NOC(=C1)C1N(CCC1)C(N)=N (2-(3-Cyclopropylisoxazol-5-yl)pyrrolidine-1-carboximidamide), monosulphate. Isolated yield 41.0%. As a reaction SMILES: ClC1C(NC2C=C(C)NN=2)=[N:4][C:5]([N:8]2[CH2:13][CH2:12][CH2:11]C[CH:9]2[C:14]2[O:18][N:17]=[C:16]([C:19]3[CH:24]=[CH:23]C=CN=3)[CH:15]=2)=[N:6]C=1>CO>[CH:19]1([C:16]2[CH:15]=[C:14]([CH:9]3[CH2:11][CH2:12][CH2:13][N:8]3[C:5](=[NH:4])[NH2:6])[O:18][N:17]=2)[CH2:24][CH2:23]1. Procedure: A mixture of 2-(3-cyclopropylisoxazol-5-yl)pyrrolidine (Method 14) (2.05 g, 11.5 mmol) and formamidinesulphonic acid (1.425 g, 11.5 mmol) in dry methanol (30 ml) was heated at 60° C. for 18 hours. The solvent was removed by evaporation and the residue dissolved in water. The aqueous solution was washed with water and then the water removed by evaporation. The residue was triturated with ether/DCM, the solid product was collected and dried under vacuum at 50° C. for 18 hours to give the title com... The reactants are COC1=CC=C(N)C=C1 (4-methoxyaniline), ClC=1N=CC2=CC=CC(=C2C1)C=1C=NN(C1)C (3-Chloro-5-(1-methyl-1H-pyrazol-4-yl)isoquinoline). Product: COC1=CC=C(C=C1)NC=1N=CC2=CC=CC(=C2C1)C=1C=NN(C1)C (N-(4-Methoxyphenyl)-5-(1-methyl-1H-pyrazol-4-yl)isoquinolin-3-amine). RXN SMILES: [CH3:1][O:2][C:3]1[CH:9]=[CH:8][C:6]([NH2:7])=[CH:5][CH:4]=1.Cl[C:11]1[N:12]=[CH:13][C:14]2[C:19]([CH:20]=1)=[C:18]([C:21]1[CH:22]=[N:23][N:24]([CH3:26])[CH:25]=1)[CH:17]=[CH:16][CH:15]=2>>[CH3:1][O:2][C:3]1[CH:9]=[CH:8][C:6]([NH:7][C:11]2[N:12]=[CH:13][C:14]3[C:19]([CH:20]=2)=[C:18]([C:21]2[CH:22]=[N:23][N:24]([CH3:26])[CH:25]=2)[CH:17]=[CH:16][CH:15]=3)=[CH:5][CH:4]=1. Procedure: The title compound was prepared according to Method 3 (Example 27) using 4-methoxyaniline and 3-Chloro-5-(1-methyl-1H-pyrazol-4-yl)isoquinoline (Preparation 7).